Dataset: the Open Reaction Database (ORD), a public repository of structured organic reaction records. Task: describe an organic reaction: reactants, conditions, products, and yield The reactants are ClC1=C(NC2=C(C=CC=C2)C(C(=O)O)=O)C(=CC=C1)Cl (2-(2,6-dichloroanilino)-phenylglyoxylic acid), C([O-])([O-])=O.[K+].[K+] (potassium carbonate), S(=O)(=O)(OCC)OCC (diethyl sulfate). Solvent: CC(=O)C (acetone). Yields the product ClC1=C(NC2=C(C=CC=C2)C(C(=O)OCC)=O)C(=CC=C1)Cl (ethyl 2-(2,6-dichloroanilino)phenylglyoxylate). The yield is 96.0%. Reaction SMILES: [Cl:1][C:2]1[CH:19]=[CH:18][CH:17]=[C:16]([Cl:20])[C:3]=1[NH:4][C:5]1[CH:10]=[CH:9][CH:8]=[CH:7][C:6]=1[C:11](=[O:15])[C:12]([OH:14])=[O:13].C(=O)([O-])[O-].[K+].[K+].S(OCC)(O[CH2:31][CH3:32])(=O)=O>CC(C)=O>[Cl:1][C:2]1[CH:19]=[CH:18][CH:17]=[C:16]([Cl:20])[C:3]=1[NH:4][C:5]1[CH:10]=[CH:9][CH:8]=[CH:7][C:6]=1[C:11](=[O:15])[C:12]([O:14][CH2:31][CH3:32])=[O:13] |f:1.2.3|. Procedure details: To a solution of 12.4 g of 2-(2,6-dichloroanilino)-phenylglyoxylic acid in 80 ml of anhydrous acetone were added 6.05 g of anhydrous potassium carbonate and then 8 ml of diethyl sulfate, and the mixture was stirred at room temperature for 1 hour. The reaction mixture was filtered and washed with anhydrous acetone. The filtrate was concentrated under 100 mmHg without heating. The residue was subjected to column chromatography with silica gel (Wacogel C 200), using ether-hexane (1:2) as a developi... Reactants: N (NH3), CCO (EtOH), FC1=C(C#N)C(=CC=C1[N+](=O)[O-])F (2,6-difluoro-3-nitrobenzonitrile). Run in C1CCOC1 (THF). Conditions: temperature 0 celsius, time 1 hour. Yields the product NC1=C(C#N)C(=CC=C1[N+](=O)[O-])F (2-Amino-6-fluoro-3-nitrobenzonitrile). As a reaction SMILES: [NH3:1].CCO.F[C:6]1[C:13]([N+:14]([O-:16])=[O:15])=[CH:12][CH:11]=[C:10]([F:17])[C:7]=1[C:8]#[N:9]>C1COCC1>[NH2:1][C:6]1[C:13]([N+:14]([O-:16])=[O:15])=[CH:12][CH:11]=[C:10]([F:17])[C:7]=1[C:8]#[N:9]. Procedure: A solution of NH3 in EtOH (19 mL, 8.6 M, 160 mmol) was added dropwise to a solution of 2,6-difluoro-3-nitrobenzonitrile (10 g, 54 mmol) in THF (50 mL) at 0° C. under Ar and the resulting mixture was stirred at 0° C. for 1 h. The mixture was concentrated and the residue washed with brine and extracted with EtOAc. The organic layer was dried over Na2SO4, filtered and concentrated. The reactants are P(=O)(SCC)(SCCCCCC)OC1=CC(=CC=C1)CC=O (S-ethyl S-hexyl O-(3-Formylmethylphenyl) dithiophosphate), C(C=C)C=1C=C(C(=O)NN)C=CC1 (3-allylbenzoylhydrazine). Run in C(Cl)Cl (methylene chloride), CO (methanol), CO (methanol). Run at time 12 hour. Yields the product P(=O)(SCC)(SCCCCCC)OC1=CC(=CC=C1)CC=NNC(C1=CC(=CC=C1)CC=C)=O (S-ethyl S-hexyl O-{3-[2-(3-allylbenzoylhydrazono)ethyl]phenyl} dithiophosphate). As a reaction SMILES: [P:1]([O:13][C:14]1[CH:19]=[CH:18][CH:17]=[C:16]([CH2:20][CH:21]=O)[CH:15]=1)([S:6][CH2:7][CH2:8][CH2:9][CH2:10][CH2:11][CH3:12])([S:3][CH2:4][CH3:5])=[O:2].[CH2:23]([C:26]1[CH:27]=[C:28]([CH:33]=[CH:34][CH:35]=1)[C:29]([NH:31][NH2:32])=[O:30])[CH:24]=[CH2:25]>CO.C(Cl)Cl>[P:1]([O:13][C:14]1[CH:19]=[CH:18][CH:17]=[C:16]([CH2:20][CH:21]=[N:32][NH:31][C:29](=[O:30])[C:28]2[CH:33]=[CH:34][CH:35]=[C:26]([CH2:23][CH:24]=[CH2:25])[CH:27]=2)[CH:15]=1)([S:6][CH2:7][CH2:8][CH2:9][CH2:10][CH2:11][CH3:12])([S:3][CH2:4][CH3:5])=[O:2]. Procedure: A solution of S-ethyl S-hexyl O-(3-Formylmethylphenyl) dithiophosphate (0.02 mole) in methanol (50 ml) and 3-allylbenzoylhydrazine (0.02 mole) are charged into a glass reaction vessel and the mixture is stirred at room temperature for a period of about 12 hours. After this time the reaction mixture is stripped of methanol under vacuum and the residue is dissolved in methylene chloride (100 ml) and the resulting solution is washed with water (75 ml), with aqueous sodium hydroxide (75 ml; 0.1 N) a...